This data is from the Open Reaction Database (ORD), a public repository of structured organic reaction records. The task is: describe an organic reaction: reactants, conditions, products, and yield The product is CN(C1=NC(NC(=N1)OCC)=O)C (4-dimethylamino-6-ethoxy-1,3,5-triazin-2-one). Reaction conditions: temperature -40 celsius, time 15 minute. Reactants: C(C)OC(=S)NC(OCC)=O (Ethyl ethoxythiocarbonylcarbamate), C([O-])([O-])=O.[K+].[K+] (potassium carbonate), [Na] (sodium), C(N)([O-])=O (carbamate), ClC1=NC(=NC(=N1)Cl)N(C)C (2,4-dichloro-6-dimethylamino-1,3,5-triazine), ClC1=NC(=NC(=N1)OCC)N(C)C (2-Chloro-4-ethoxy-6-dimethylamino-1,3,5-triazine). Reaction SMILES: [CH2:1]([O:3][C:4]([NH:6][C:7](=[O:11])OCC)=S)[CH3:2].C(=O)([O-])[O-].[K+].[K+].ClC1N=C(OCC)[N:22]=[C:21]([N:28]([CH3:30])[CH3:29])[N:20]=1.[Na].C(=O)([O-])N.ClC1N=C(Cl)N=C(N(C)C)N=1>O.C(O)C>[CH3:29][N:28]([CH3:30])[C:21]1[N:22]=[C:4]([O:3][CH2:1][CH3:2])[NH:6][C:7](=[O:11])[N:20]=1 |f:1.2.3,^1:30|. Procedure: Ethyl ethoxythiocarbonylcarbamate (1 molar proportion) was added to a stirred solution of potassium carbonate in water (10 ml. per gram of carbamate). After 15 minutes stirring, the solution was filtered and dimethyl sulphate added dropwise to the filtrate with vigorous stirring over 45 minutes. The mixture was then stirred for 1 hour and extracted with light petroleum. The extracts were dried and cooled to -40° C., when the carbamate separated. Recrystallised from petroleum, the carbamate had a... Solvent: O (water), C(C)O (ethanol). Reactants: C(C)(=O)N1CCC(CC1)O (N-acetyl-4-hydroxypiperidine), [H-].[Na+] (sodium hydride), [Cl-].[Na+] (sodium chloride), BrCCOC (1-bromo-2-methoxyethane), Cl (hydrochloric acid). Solvent: CN(C=O)C (dimethylformamide), CN(C=O)C (dimethylformamide), CN(C=O)C (dimethylformamide). The product is COCCOC1CCNCC1 (4-(2-methoxyethoxy)piperidine). Yield: 24.5%. Reaction SMILES: C([N:4]1[CH2:9][CH2:8][CH:7]([OH:10])[CH2:6][CH2:5]1)(=O)C.[H-].[Na+].Br[CH2:14][CH2:15][O:16][CH3:17].[Cl-].[Na+].Cl>CN(C)C=O>[CH3:17][O:16][CH2:15][CH2:14][O:10][CH:7]1[CH2:6][CH2:5][NH:4][CH2:9][CH2:8]1 |f:1.2,4.5|. Procedure details: A solution of N-acetyl-4-hydroxypiperidine (30.5 g.) in dimethylformamide (200 ml.) was added dropwise to a stirred suspension of sodium hydride (11.26 g., 50% dispersion in mineral oil) in dimethylformamide (300 ml.) under an atmosphere of nitrogen. The reaction temperature was kept below 30° C. by external cooling and, after the addition was complete, stirring was continued for a further 11/4 hours. A solution of 1-bromo-2-methoxyethane (32.6 g.) in dimethylformamide (100 ml.) was then added d... Starting materials: BrB(Br)Br, O=C([O-])O, COc1c(-c2ccc([N+](=O)[O-])cc2)c(=O)c2ccc(Cl)cc2[nH]c1=O, ClCCl, Cl, [Na+]. Product: O=c1[nH]c2cc(Cl)ccc2c(=O)c(-c2ccc([N+](=O)[O-])cc2)c1O. As a reaction SMILES: [B:26]([Br:27])([Br:28])[Br:29].[C:30](=[O:31])([OH:32])[O-:33].[Cl:1][c:2]1[cH:3][cH:4][c:5]2[c:6]([nH:7][c:8](=[O:24])[c:9]([O:22][CH3:23])[c:10](-[c:13]3[cH:14][cH:15][c:16]([N+:19](=[O:20])[O-:21])[cH:17][cH:18]3)[c:11]2=[O:12])[cH:25]1.[Cl:36][CH2:37][Cl:38].[ClH:35].[Na+:34]>>[Cl:1][c:2]1[cH:3][cH:4][c:5]2[c:6]([nH:7][c:8](=[O:24])[c:9]([OH:22])[c:10](-[c:13]3[cH:14][cH:15][c:16]([N+:19](=[O:20])[O-:21])[cH:17][cH:18]3)[c:11]2=[O:12])[cH:25]1. The reactants are COC1(CCC(CC1)=C1CCC(CC1)C1CCCCC1)OC (4-(4'-cyclohexylcyclohexylidene)cyclohexanone dimethyl ketal), Cl (HCl), O (Water). Solvent: O1CCCC1 (tetrahydrofuran), [Cl-].[Na+].O (brine). Yields the product C1(CCCCC1)C1CCC(CC1)=C1CCC(CC1)=O (4-(4'-Cyclohexylcyclohexylidene)cyclohexanone). The yield is 107.8%. Reaction SMILES: C[O:2][C:3]1(OC)[CH2:8][CH2:7][C:6](=[C:9]2[CH2:14][CH2:13][CH:12]([CH:15]3[CH2:20][CH2:19][CH2:18][CH2:17][CH2:16]3)[CH2:11][CH2:10]2)[CH2:5][CH2:4]1.Cl.O>O1CCCC1.[Cl-].[Na+].O>[CH:15]1([CH:12]2[CH2:13][CH2:14][C:9](=[C:6]3[CH2:7][CH2:8][C:3](=[O:2])[CH2:4][CH2:5]3)[CH2:10][CH2:11]2)[CH2:16][CH2:17][CH2:18][CH2:19][CH2:20]1 |f:4.5.6|. Reported procedure: A solution of 4-(4'-cyclohexylcyclohexylidene)cyclohexanone dimethyl ketal (0.016 mol) and 1.0 N HCl (100 ml) in tetrahydrofuran (125 ml) was left at room temperature for 2.5 hours at which time TLC indicated hydrolysis to be complete. Water and brine were added to the reaction solution and the mixture was extracted with ether (4×). The pooled ether extracts were washed with brine, dried (Na2SO4), filter and concentrated to give 4.49 g of white solid. This solid was chromatographed (790 g of 40-... Starting materials: [N+](=O)([O-])C=1C=C(C(=O)OCCOC)C=CC1NC1=CC(=CC=C1)N1CCN(CC1)CC(=O)OCC1=CC=CC=C1 (2-methoxyethyl 3-nitro-4-(3-(4-(benzyloxy-carbonyl-methyl)-1-piperazinyl)-phenylamino)-benzoate), C(=O)[O-].[NH4+] (ammonium formiate). The reagents and catalysts are [Pd] (palladium). Solvent: O1CCCC1 (tetrahydrofurane), CN(C)C=O (DMF). Product: NC=1C=C(C(=O)OCCOC)C=CC1NC1=CC(=CC=C1)N1CCN(CC1)CC(=O)O (2-Methoxyethyl 3-amino-4-(3-(1-carboxymethyl-4-piperazinyl)-phenylamino)-benzoate). RXN SMILES: [N+:1]([C:4]1[CH:5]=[C:6]([CH:14]=[CH:15][C:16]=1[NH:17][C:18]1[CH:23]=[CH:22][CH:21]=[C:20]([N:24]2[CH2:29][CH2:28][N:27]([CH2:30][C:31]([O:33]CC3C=CC=CC=3)=[O:32])[CH2:26][CH2:25]2)[CH:19]=1)[C:7]([O:9][CH2:10][CH2:11][O:12][CH3:13])=[O:8])([O-])=O.C([O-])=O.[NH4+]>O1CCCC1.CN(C=O)C.[Pd]>[NH2:1][C:4]1[CH:5]=[C:6]([CH:14]=[CH:15][C:16]=1[NH:17][C:18]1[CH:23]=[CH:22][CH:21]=[C:20]([N:24]2[CH2:29][CH2:28][N:27]([CH2:30][C:31]([OH:33])=[O:32])[CH2:26][CH2:25]2)[CH:19]=1)[C:7]([O:9][CH2:10][CH2:11][O:12][CH3:13])=[O:8] |f:1.2|. Procedure: To a solution of 2-methoxyethyl 3-nitro-4-(3-(4-(benzyloxy-carbonyl-methyl)-1-piperazinyl)-phenylamino)-benzoate (3d) (3.5 g; 6.4 mmol) in a mixture of tetrahydrofurane (50 ml) and DMF (5 ml) was added palladium catalyst (0.9 g; 5% Pd on activated carbon) and ammonium formiate (0.8 g; 12.6 mmol) and the mixture was heated to reflux for 2 hours. The cooled mixture was filtered through celite and the solvent was removed under reduced pressure to leave 2d, quantitatively.